Dataset: the Open Reaction Database (ORD), a public repository of structured organic reaction records. Task: describe an organic reaction: reactants, conditions, products, and yield Starting materials: CC(=O)O, O=C([O-])O, ClCCCl, Cc1cc(C#N)cc2nc(-c3ccc(N)cc3)oc12, [Na+], CC(C)(C)OC(=O)N1CCC(OCC=O)CC1. The product is Cc1cc(C#N)cc2nc(-c3ccc(NCCOC4CCN(C(=O)OC(C)(C)C)CC4)cc3)oc12. As a reaction SMILES: [C:37]([OH:38])(=[O:39])[CH3:40].[C:41](=[O:42])([OH:43])[O-:44].[Cl:46][CH2:47][CH2:48][Cl:49].[NH2:1][c:2]1[cH:3][cH:4][c:5](-[c:8]2[o:9][c:10]3[c:11]([n:12]2)[cH:13][c:14]([C:18]#[N:19])[cH:15][c:16]3[CH3:17])[cH:6][cH:7]1.[Na+:45].[O:20]=[CH:21][CH2:22][O:23][CH:24]1[CH2:25][CH2:26][N:27]([C:30](=[O:31])[O:32][C:33]([CH3:34])([CH3:35])[CH3:36])[CH2:28][CH2:29]1>>[NH:1]([c:2]1[cH:3][cH:4][c:5](-[c:8]2[o:9][c:10]3[c:11]([n:12]2)[cH:13][c:14]([C:18]#[N:19])[cH:15][c:16]3[CH3:17])[cH:6][cH:7]1)[CH2:21][CH2:22][O:23][CH:24]1[CH2:25][CH2:26][N:27]([C:30](=[O:31])[O:32][C:33]([CH3:34])([CH3:35])[CH3:36])[CH2:28][CH2:29]1. The reactants are BrCCCCCCC (1-bromoheptane), C(C)(=O)NC#N.[Na] (sodium acetylcyanamide). The solvent is CN(C=O)C (dimethylformamide). Yields the product C(CCCCCC)N(C(C)=O)C#N (N-n-Heptyl-N-cyanoacetamide). As a reaction SMILES: Br[CH2:2][CH2:3][CH2:4][CH2:5][CH2:6][CH2:7][CH3:8].[C:9]([NH:12][C:13]#[N:14])(=[O:11])[CH3:10].[Na]>CN(C)C=O>[CH2:2]([N:12]([C:13]#[N:14])[C:9](=[O:11])[CH3:10])[CH2:3][CH2:4][CH2:5][CH2:6][CH2:7][CH3:8] |f:1.2,^1:14|. Procedure: 36.0 g (0.20 mol) of 1-bromoheptane are added dropwise to a solution of 21.2 g (0.20 mol) of sodium acetylcyanamide in 50 ml of dimethylformamide at 85° C. The mixture is allowed to after-react for 2 hours and the NaBr is filtered off with suction at room temperature. The filtrate is treated with 50 ml of H2O and the mixture is extracted with cloroform. The solvent is separated off on a rotary evaporator and the crude product is distilled over a rotating belt column to give 24.3 g (66.7% of theo... The reactants are N#Cc1cccc(NC(=O)Nc2ccc(S(=O)(=O)NCc3ccc(S(N)(=O)=O)cc3)cc2)c1, CC(=O)N1CCNCC1. Product: CC(=O)N1CCN(C(=N)c2cccc(NC(=O)Nc3ccc(S(=O)(=O)NCc4ccc(S(N)(=O)=O)cc4)cc3)c2)CC1. As a reaction SMILES: [C:1](#[N:2])[c:3]1[cH:4][c:5]([NH:9][C:10]([NH:11][c:12]2[cH:13][cH:14][c:15]([S:18](=[O:19])(=[O:20])[NH:21][CH2:22][c:23]3[cH:24][cH:25][c:26]([S:29]([NH2:30])(=[O:31])=[O:32])[cH:27][cH:28]3)[cH:16][cH:17]2)=[O:33])[cH:6][cH:7][cH:8]1.[N:34]1([C:40]([CH3:41])=[O:42])[CH2:35][CH2:36][NH:37][CH2:38][CH2:39]1>>[C:1](=[NH:2])([c:3]1[cH:4][c:5]([NH:9][C:10]([NH:11][c:12]2[cH:13][cH:14][c:15]([S:18](=[O:19])(=[O:20])[NH:21][CH2:22][c:23]3[cH:24][cH:25][c:26]([S:29]([NH2:30])(=[O:31])=[O:32])[cH:27][cH:28]3)[cH:16][cH:17]2)=[O:33])[cH:6][cH:7][cH:8]1)[N:37]1[CH2:36][CH2:35][N:34]([C:40]([CH3:41])=[O:42])[CH2:39][CH2:38]1. Starting materials: [N+](=O)([O-])C1=C(C(=O)O)C=CC=C1 (2-nitrobenzoic acid), S(=O)(Cl)Cl (thionyl chloride), ClC1=NC(=CC(=C1)CO)Cl (2,6-dichloro-4-pyridinemethanol), N1=CC=CC=C1 (pyridine). The solvent is ClCCl (dichloromethane). Reaction conditions: time 2 hour. The product is [N+](=O)([O-])C1=C(C(=O)Cl)C=CC=C1 (2-nitrobenzoyl chloride), (2,6-dichloro-4-pyridinyl)methyl 2-nitrobenzoate ester. As a reaction SMILES: [Cl:1]C1C=C(CO)C=C(Cl)N=1.N1C=CC=CC=1.[N+:17]([C:20]1[CH:28]=[CH:27][CH:26]=[CH:25][C:21]=1[C:22](O)=[O:23])([O-:19])=[O:18].S(Cl)(Cl)=O>ClCCl>[N+:17]([C:20]1[CH:28]=[CH:27][CH:26]=[CH:25][C:21]=1[C:22]([Cl:1])=[O:23])([O-:19])=[O:18]. Procedure: 1.4 g of 2,6-dichloro-4-pyridinemethanol were dissolved into 5 ml of pyridine, and the solution was cooled by ice. To this, 1.5 g of 2-nitrobenzoyl chloride, which was prepared from 2-nitrobenzoic acid and thionyl chloride, were added dropwise. After the reacted solution was stirred for 2 hours, dichloromethane was added. The organic phase was washed with water, and was dried by adding sodium sulfate. The solvent was removed by evaporation, and the residue was purified by silica gel column chrom... Reactants: Clc1ccc2cc[nH]c2c1, O=[N+]([O-])c1ccc(I)cc1. The product is O=[N+]([O-])c1ccc(-n2ccc3ccc(Cl)cc32)cc1. As a reaction SMILES: [Cl:1][c:2]1[cH:3][cH:4][c:5]2[cH:6][cH:7][nH:8][c:9]2[cH:10]1.[I:11][c:12]1[cH:13][cH:14][c:15]([N+:18](=[O:19])[O-:20])[cH:16][cH:17]1>>[Cl:1][c:2]1[cH:3][cH:4][c:5]2[cH:6][cH:7][n:8](-[c:12]3[cH:13][cH:14][c:15]([N+:18](=[O:19])[O-:20])[cH:16][cH:17]3)[c:9]2[cH:10]1. Reactants: C(#N)C1=CC=C(C=C1)NN1C=NN=C1 (4-[N-(4-cyanophenyl)amino]-4H-1,2,4-triazole), BrC1=CC=C(CBr)C=C1 (4-bromobenzyl bromide), anhydride potassium carbonate. The solvent is C(C)#N (acetonitrile). Conditions: time 2 hour. The product is BrC1=CC=C(CN(C2=CC=C(C=C2)C#N)N2C=NN=C2)C=C1 (4-[N-(4-bromobenzyl)-N-(4-cyanophenyl)amino]-4H-1,2,4-triazole). The yield is 65.1%. RXN SMILES: [C:1]([C:3]1[CH:8]=[CH:7][C:6]([NH:9][N:10]2[CH:14]=[N:13][N:12]=[CH:11]2)=[CH:5][CH:4]=1)#[N:2].[Br:15][C:16]1[CH:23]=[CH:22][C:19]([CH2:20]Br)=[CH:18][CH:17]=1>C(#N)C>[Br:15][C:16]1[CH:23]=[CH:22][C:19]([CH2:20][N:9]([N:10]2[CH:11]=[N:12][N:13]=[CH:14]2)[C:6]2[CH:5]=[CH:4][C:3]([C:1]#[N:2])=[CH:8][CH:7]=2)=[CH:18][CH:17]=1. Procedure: 40 Milliliters of acetonitrile was added to 3.15 g of 4-[N-(4-cyanophenyl)amino]-4H-1,2,4-triazole, 4.25 g of 4-bromobenzyl bromide and 3.52 g of anhydride potassium carbonate and the mixture was stirred for 2 hours at room temperature. The solvent was removed by distillation under reduced pressure, and water was added to the residue formed, which was then extracted with chloroform. The chloroform layer separated was washed with water and dried over anhydrous magnesium sulfate, and the solvent w... Reactants: C(=O)C1=C(C(=C(N1)C)C1=CC=C(C(=O)O)C=C1)C (4-(5-Formyl-2,4-dimethyl-1H-pyrrol-3-yl)-benzoic acid), N1CCOCC1 (morpholine). Product: CC1=C(NC(=C1C1=CC=C(C=C1)C(=O)N1CCOCC1)C)C=O (3,5-dimethyl-4-[4-(morpholine-4-carbonyl)-phenyl]-1H-pyrrole-2-carbaldehyde). As a reaction SMILES: [CH:1]([C:3]1[NH:7][C:6]([CH3:8])=[C:5]([C:9]2[CH:17]=[CH:16][C:12]([C:13]([OH:15])=O)=[CH:11][CH:10]=2)[C:4]=1[CH3:18])=[O:2].[NH:19]1[CH2:24][CH2:23][O:22][CH2:21][CH2:20]1>>[CH3:18][C:4]1[C:5]([C:9]2[CH:10]=[CH:11][C:12]([C:13]([N:19]3[CH2:24][CH2:23][O:22][CH2:21][CH2:20]3)=[O:15])=[CH:16][CH:17]=2)=[C:6]([CH3:8])[NH:7][C:3]=1[CH:1]=[O:2]. Reported procedure: 4-(5-Formyl-2,4-dimethyl-1H-pyrrol-3-yl)-benzoic acid was reacted with morpholine using General Amidation Procedure 1 to give 3,5-dimethyl-4-[4-(morpholine-4-carbonyl)-phenyl]-1H-pyrrole-2-carbaldehyde. MS m/z 313 [M+1]. As a reaction SMILES: [CH:1]1([N:4]2[C:8]3[C:9]([O:32][C@@H:33]([C@@H:35]4[CH2:39][C:38](=[O:40])[N:37]([C@@H](C5C=CC(OC)=CC=5)C)[CH2:36]4)[CH3:34])=[CH:10][C:11]([C:13]4[N:18]=[CH:17][C:16]([N:19]5[CH2:24][CH2:23][N:22](C(OC(C)(C)C)=O)[CH2:21][CH2:20]5)=[CH:15][CH:14]=4)=[CH:12][C:7]=3[N:6]=[CH:5]2)[CH2:3][CH2:2]1.C(O)(C(F)(F)F)=O>>[CH:1]1([N:4]2[C:8]3[C:9]([O:32][C@@H:33]([C@H:35]4[CH2:36][NH:37][C:38](=[O:40])[CH2:39]4)[CH3:34])=[CH:10][C:11]([C:13]4[CH:14]=[CH:15][C:16]([N:19]5[CH2:20][CH2:21][NH:22][CH2:23][CH2:24]5)=[CH:17][N:18]=4)=[CH:12][C:7]=3[N:6]=[CH:5]2)[CH2:2][CH2:3]1. Product: C1(CC1)N1C=NC2=C1C(=CC(=C2)C2=NC=C(C=C2)N2CCNCC2)O[C@H](C)[C@@H]2CC(NC2)=O ((R)-4-((R)-1-((1-cyclopropyl-5-(5-(piperazin-1-yl)pyridin-2-yl)-1H-benzo[d]imidazol-7-yl)oxy)ethyl)pyrrolidin-2-one). The reactants are C1(CC1)N1C=NC2=C1C(=CC(=C2)C2=CC=C(C=N2)N2CCN(CC2)C(=O)OC(C)(C)C)O[C@H](C)[C@H]2CN(C(C2)=O)[C@H](C)C2=CC=C(C=C2)OC (tert-butyl 4-(6-(1-cyclopropyl-7-((R)-1-((R)-1-((R)-1-(4-methoxyphenyl)ethyl)-5-oxopyrrolidin-3-yl)ethoxy)-1H-benzo[d]imidazol-5-yl)pyridin-3-yl)piperazine-1-carboxylate), C(=O)(C(F)(F)F)O (TFA). Reported procedure: tert-butyl 4-(6-(1-cyclopropyl-7-((R)-1-((R)-1-((R)-1-(4-methoxyphenyl)ethyl)-5-oxopyrrolidin-3-yl)ethoxy)-1H-benzo[d]imidazol-5-yl)pyridin-3-yl)piperazine-1-carboxylate (129 mg, 0.189 mmol) was treated with TFA (3 mL) at 60° C. for 14 h. The reaction mixture was then concentrated to give (R)-4-((R)-1-((1-cyclopropyl-5-(5-(piperazin-1-yl)pyridin-2-yl)-1H-benzo[d]imidazol-7-yl)oxy)ethyl)pyrrolidin-2-one: 3.58 as a TFA salt which was used further without purification. LCMS-ESI+ (m/z): [M+H]+ calcd... The reactants are C(C)OC(=O)[C@H]1N(C[C@@H](C1)OS(=O)(=O)C)CC ((2S,4R)-2-ethoxycarbonyl-N-ethyl-4-methanesulfonyloxy pyrrolidine), [N-]=[N+]=[N-].[Na+] (sodium azide), ice water. The solvent is CN(C=O)C (dimethylformamide). Conditions: temperature 90 celsius, time 4 hour. The product is N(=[N+]=[N-])[C@H]1C[C@H](N(C1)CC)C(=O)OCC ((2S,4S)-4-azido-2-ethoxycarbonylN-ethyl pyrrolidine). Reaction SMILES: [CH2:1]([O:3][C:4]([C@@H:6]1[CH2:10][C@@H:9](OS(C)(=O)=O)[CH2:8][N:7]1[CH2:16][CH3:17])=[O:5])[CH3:2].[N-:18]=[N+:19]=[N-:20].[Na+]>CN(C)C=O>[N:18]([C@@H:9]1[CH2:8][N:7]([CH2:16][CH3:17])[C@H:6]([C:4]([O:3][CH2:1][CH3:2])=[O:5])[CH2:10]1)=[N+:19]=[N-:20] |f:1.2|. Procedure details: A mixture of 3.5 g of (2S,4R)-2-ethoxycarbonyl-N-ethyl-4-methanesulfonyloxy pyrrolidine, 1.54 g of sodium azide and 10 ml of dimethylformamide was stirred at 90° C. for 4 hours. After cooling, the reaction mixture was poured into ice-water and extracted with ethyl acetate. The organic extract was washed with water, dried and concentrated under reduced pressure to obtain crude product. This was then subjected to a silica gel column chromatography (elution liq. toluene-ethyl acetate) to obtain pur...